From a dataset of the Open Reaction Database (ORD), a public repository of structured organic reaction records. describe an organic reaction: reactants, conditions, products, and yield Reactants: oil, C1(=CC=CC=C1)CCCCCCCCNC(C1=CC(=C(C(=C1)C1=CC(=CC=C1)C(F)(F)F)OCCO)Br)=O (N-(8-phenyl-octyl)-3-bromo-5-(m-trifluoromethylphenyl)-4-(2-hydroxyethoxy)-benzamide), N1CCNCC1 (piperazine). Yields the product C1(=CC=CC=C1)CCCCCCCCNC(=O)C=1C=C(C(=C(C1)Br)OCCN1CCNCC1)C1=CC(=CC=C1)C(F)(F)F (5-Bromo-6-(2-piperazin-1-yl-ethoxy)-3′trifluoromethyl-biphenyl-3-carboxylic acid (8-phenyl-octyl)-amide). Reaction SMILES: [C:1]1([CH2:7][CH2:8][CH2:9][CH2:10][CH2:11][CH2:12][CH2:13][CH2:14][NH:15][C:16](=[O:38])[C:17]2[CH:22]=[C:21]([C:23]3[CH:28]=[CH:27][CH:26]=[C:25]([C:29]([F:32])([F:31])[F:30])[CH:24]=3)[C:20]([O:33][CH2:34][CH2:35]O)=[C:19]([Br:37])[CH:18]=2)[CH:6]=[CH:5][CH:4]=[CH:3][CH:2]=1.[NH:39]1[CH2:44][CH2:43][NH:42][CH2:41][CH2:40]1>>[C:1]1([CH2:7][CH2:8][CH2:9][CH2:10][CH2:11][CH2:12][CH2:13][CH2:14][NH:15][C:16]([C:17]2[CH:22]=[C:21]([C:23]3[CH:28]=[CH:27][CH:26]=[C:25]([C:29]([F:32])([F:31])[F:30])[CH:24]=3)[C:20]([O:33][CH2:34][CH2:35][N:39]3[CH2:44][CH2:43][NH:42][CH2:41][CH2:40]3)=[C:19]([Br:37])[CH:18]=2)=[O:38])[CH:6]=[CH:5][CH:4]=[CH:3][CH:2]=1. Procedure details: The title compound was prepared as a yellow oil (0.302 g, 45%) from N-(8-phenyl-octyl)-3-bromo-5-(m-trifluoromethylphenyl)-4-(2-hydroxyethoxy)-benzamide and piperazine using a procedure similar to Example 185. 1H NMR (DMSO-d6) 8.58 (t, 1H); 8.12 (d, 1H); 7.90-7.84 (m, 3H); 7.69 (d, 1H); 7.52 (dd, 1H); 7.26-7.10 (m, 5H); 3.61 (t, 2H); 3.23 (dd, 2H); 2.62 (t, 4H); 2.52 (t, 2H); 2.36 (t, 2H); 2.18 (m, 5H); 1.50 (m, 4H); 1.24 (m, 8H); IR (film) 3290, 2920, 2850, 1720, 1630, 1600, 1545, 1460, 1330, 1... Reactants: OO (hydrogen peroxide), C(CC)(=O)O (propionic acid). The reagents and catalysts are B(O)(O)O (boric acid). Solvent: C(CCl)Cl (dichloro-1, 2-ethane). Product: CCC(=O)OO (perpropionic acid), C(CC)(=O)O (propionic acid), OO (hydrogen peroxide). As a reaction SMILES: [C:1]([OH:5])(=[O:4])[CH2:2][CH3:3].[OH:6][OH:7]>B(O)(O)O.C(Cl)CCl>[CH3:3][CH2:2][C:1]([O:5][OH:6])=[O:4].[C:1]([OH:5])(=[O:4])[CH2:2][CH3:3].[OH:6][OH:7]. Reported procedure: reacting propionic acid with hydrogen peroxide in the presence of a boric acid catalyst and an azeotropic solvent comprising dichloro-1, 2-ethane in a first reaction vessel to form a crude perpropionic acid, unreacted propionic acid, hydrogen peroxide, catalyst and solvent, while continuously eliminating the water of reaction by azeotropic entrainment with said solvent;